This data is from the Open Reaction Database (ORD), a public repository of structured organic reaction records. The task is: describe an organic reaction: reactants, conditions, products, and yield Starting materials: C#CCCN(CC)CC, Nc1ccc(Oc2ccnc3cc(I)sc23)c(F)c1. Product: CCN(CC)CCC#Cc1cc2nccc(Oc3ccc(N)cc3F)c2s1. RXN SMILES: [CH2:1]([CH3:2])[N:3]([CH2:4][CH2:5][C:6]#[CH:7])[CH2:8][CH3:9].[F:10][c:11]1[cH:12][c:13]([NH2:14])[cH:15][cH:16][c:17]1[O:18][c:19]1[c:20]2[c:21]([n:22][cH:23][cH:24]1)[cH:25][c:26]([I:28])[s:27]2>>[CH2:1]([CH3:2])[N:3]([CH2:4][CH2:5][C:6]#[C:7][c:26]1[cH:25][c:21]2[c:20]([c:19]([O:18][c:17]3[c:11]([F:10])[cH:12][c:13]([NH2:14])[cH:15][cH:16]3)[cH:24][cH:23][n:22]2)[s:27]1)[CH2:8][CH3:9]. The reactants are Br, COc1cc(CCNC(=O)C(=CO)c2ccc(C)cc2)ccc1OCc1ccccc1, CC(=O)O. Product: COc1cc(CCNC(=O)C(=CO)c2ccc(C)cc2)ccc1O. Reaction SMILES: [BrH:32].[CH2:1]([c:2]1[cH:3][cH:4][cH:5][cH:6][cH:7]1)[O:8][c:9]1[c:10]([O:30][CH3:31])[cH:11][c:12]([CH2:15][CH2:16][NH:17][C:18]([C:19](=[CH:20][OH:21])[c:22]2[cH:23][cH:24][c:25]([CH3:28])[cH:26][cH:27]2)=[O:29])[cH:13][cH:14]1.[CH3:33][C:34](=[O:35])[OH:36]>>[OH:8][c:9]1[c:10]([O:30][CH3:31])[cH:11][c:12]([CH2:15][CH2:16][NH:17][C:18]([C:19](=[CH:20][OH:21])[c:22]2[cH:23][cH:24][c:25]([CH3:28])[cH:26][cH:27]2)=[O:29])[cH:13][cH:14]1. Starting materials: P12(=S)SP3(=S)SP(=S)(S1)SP(=S)(S2)S3 (phosphorus pentasulfide), [O-2].[Ca+2] (calcium oxide), ClC1=CC=C(C=C1)C1NC(C(C2=CC=CC=C12)CCN1CCOCC1)=O (1-(4-chlorophenyl)-4-[2-(morpholine-4-yl)-ethyl]-1,4-dihydro-2H-isoquinoline-3-one). Run in C1(=CC=CC=C1)C (toluene). The product is ClC1=CC=C(C=C1)C1NC(C(C2=CC=CC=C12)CCN1CCOCC1)=S (4-chlorophenyl-4-[2-(morpholine-4-yl)-ethyl]-1,4-dihydro-2H-isoquinoline-3-thione). Reaction SMILES: [Cl:1][C:2]1[CH:7]=[CH:6][C:5]([CH:8]2[C:17]3[C:12](=[CH:13][CH:14]=[CH:15][CH:16]=3)[CH:11]([CH2:18][CH2:19][N:20]3[CH2:25][CH2:24][O:23][CH2:22][CH2:21]3)[C:10](=O)[NH:9]2)=[CH:4][CH:3]=1.P12(SP3(SP(SP(S3)(S1)=S)(=S)S2)=S)=[S:28].[O-2].[Ca+2]>C1(C)C=CC=CC=1>[Cl:1][C:2]1[CH:7]=[CH:6][C:5]([CH:8]2[C:17]3[C:12](=[CH:13][CH:14]=[CH:15][CH:16]=3)[CH:11]([CH2:18][CH2:19][N:20]3[CH2:25][CH2:24][O:23][CH2:22][CH2:21]3)[C:10](=[S:28])[NH:9]2)=[CH:4][CH:3]=1 |f:2.3|. Procedure details: 20 millimoles of 1-(4-chlorophenyl)-4-[2-(morpholine-4-yl)-ethyl]-1,4-dihydro-2H-isoquinoline-3-one were introduced, while stirring, into a suspension of 8 millimoles of phosphorus pentasulfide and 32 millimoles of calcium oxide in 50 ml of toluene and the whole was heated for 7 hours under reflux until the reaction was completed. The reaction mixture was decanted off to remove the resinous residue and extracted twice with toluene. The combined organic solutions were concentrated and the product...